This data is from the Open Reaction Database (ORD), a public repository of structured organic reaction records. The task is: describe an organic reaction: reactants, conditions, products, and yield Starting materials: CCOC(=O)c1cccc(Br)n1, CCOC(C)=O, CCCCCCC, OCC(C1CCCCC1)n1c(-c2ccc(Cl)cc2)nc2cc(F)c(F)cc21. Product: CCOC(=O)c1cccc(OCC(C2CCCCC2)n2c(-c3ccc(Cl)cc3)nc3cc(F)c(F)cc32)n1. As a reaction SMILES: [Br:28][c:29]1[cH:30][cH:31][cH:32][c:33]([C:35](=[O:36])[O:37][CH2:38][CH3:39])[n:34]1.[C:40]([O:41][CH2:42][CH3:43])(=[O:44])[CH3:45].[CH3:46][CH2:47][CH2:48][CH2:49][CH2:50][CH2:51][CH3:52].[Cl:1][c:2]1[cH:3][cH:4][c:5](-[c:8]2[n:9][c:10]3[c:11]([n:12]2[CH:13]([CH2:14][OH:15])[CH:16]2[CH2:17][CH2:18][CH2:19][CH2:20][CH2:21]2)[cH:22][c:23]([F:27])[c:24]([F:26])[cH:25]3)[cH:6][cH:7]1>>[Cl:1][c:2]1[cH:3][cH:4][c:5](-[c:8]2[n:9][c:10]3[c:11]([n:12]2[CH:13]([CH2:14][O:15][c:29]2[cH:30][cH:31][cH:32][c:33]([C:35](=[O:36])[O:37][CH2:38][CH3:39])[n:34]2)[CH:16]2[CH2:17][CH2:18][CH2:19][CH2:20][CH2:21]2)[cH:22][c:23]([F:27])[c:24]([F:26])[cH:25]3)[cH:6][cH:7]1. Reactants: ClCCl, CCC1CNC(c2cccc(C(F)(F)F)c2)O1, CC(CC(=O)Cl)C(F)(F)F, [Na+], [OH-], O, c1ccncc1. Product: CCC1CN(C(=O)CC(C)C(F)(F)F)C(c2cccc(C(F)(F)F)c2)O1. As a reaction SMILES: [CH2:36]([Cl:37])[Cl:38].[F:1][C:2]([c:3]1[cH:4][c:5]([CH:9]2[O:10][CH:11]([CH2:14][CH3:15])[CH2:12][NH:13]2)[cH:6][cH:7][cH:8]1)([F:16])[F:17].[F:24][C:25]([CH:26]([CH2:27][C:28](=[O:29])[Cl:30])[CH3:31])([F:32])[F:33].[Na+:35].[OH-:34].[OH2:39].[cH:18]1[cH:19][cH:20][n:21][cH:22][cH:23]1>>[F:1][C:2]([c:3]1[cH:4][c:5]([CH:9]2[O:10][CH:11]([CH2:14][CH3:15])[CH2:12][N:13]2[C:28]([CH2:27][CH:26]([C:25]([F:24])([F:32])[F:33])[CH3:31])=[O:29])[cH:6][cH:7][cH:8]1)([F:16])[F:17]. Reaction SMILES: [Cl:1][C:2]1[CH:3]=[CH:4][C:5]([C:28]([F:31])([F:30])[F:29])=[C:6]([CH:27]=1)[CH2:7][N:8]1[CH2:13][CH2:12][NH:11][C:10]2[N:14]=[CH:15][C:16]([C:18]3[CH:19]=[C:20]([CH:24]=[CH:25][CH:26]=3)[C:21](O)=[O:22])=[CH:17][C:9]1=2.[F:32][C:33]([F:47])([F:46])[C:34]1[CH:39]=[CH:38][CH:37]=[CH:36][C:35]=1[N:40]1[CH2:45][CH2:44][NH:43][CH2:42][CH2:41]1>>[Cl:1][C:2]1[CH:3]=[CH:4][C:5]([C:28]([F:29])([F:31])[F:30])=[C:6]([CH:27]=1)[CH2:7][N:8]1[CH2:13][CH2:12][NH:11][C:10]2[N:14]=[CH:15][C:16]([C:18]3[CH:19]=[C:20]([C:21]([N:43]4[CH2:44][CH2:45][N:40]([C:35]5[CH:36]=[CH:37][CH:38]=[CH:39][C:34]=5[C:33]([F:46])([F:32])[F:47])[CH2:41][CH2:42]4)=[O:22])[CH:24]=[CH:25][CH:26]=3)=[CH:17][C:9]1=2. The reactants are ClC=1C=CC(=C(CN2C3=C(NCC2)N=CC(=C3)C=3C=C(C(=O)O)C=CC3)C1)C(F)(F)F (3-{1-[5-chloro-2-(trifluoromethyl)benzyl]-1,2,3,4-tetrahydropyrido[2,3-b]pyrazin-7-yl}benzoic acid), FC(C1=C(C=CC=C1)N1CCNCC1)(F)F (1-[2-(trifluoromethyl)phenyl]piperazine). Procedure: 3-{1-[5-chloro-2-(trifluoromethyl)benzyl]-1,2,3,4-tetrahydropyrido[2,3-b]pyrazin-7-yl}benzoic acid was reacted with 1-[2-(trifluoromethyl)phenyl]piperazine as in General Procedure 10 to give the title compound. LCMS: m/z=659.99 (M+H+); retention time=1.1 minutes. The product is ClC=1C=CC(=C(CN2C3=C(NCC2)N=CC(=C3)C=3C=C(C=CC3)C(=O)N3CCN(CC3)C3=C(C=CC=C3)C(F)(F)F)C1)C(F)(F)F ((3-{1-[5-Chloro-2-(trifluoromethyl)benzyl]-1,2,3,4-tetrahydropyrido[2,3-b]pyrazin-7-yl}phenyl)-{4-[2-(trifluoromethyl)phenyl]piperazin-1-yl}methanone). Reactants: S1C(=NC2=NC=CC=C21)OC2=CC1=C(C=C(O1)CN1CC(CC1)N)C=C2 (1-[6-(thiazolo[4,5-b]pyridin-2-yloxy)-benzofuran-2-ylmethyl]-pyrrolidin-3-ylamine), CCN(C(C)C)C(C)C (DIEA), CS(=O)(=O)Cl (MsCl). Solvent: CN(C)C=O (DMF). Conditions: time 1 hour. Product: C(=O)O.S1C(=NC2=NC=CC=C21)OC2=CC1=C(C=C(O1)CN1CC(CC1)NS(=O)(=O)C)C=C2 (N-(1-{[6-([1,3]thiazolo[4,5-b]pyridin-2-yloxy)-1-benzofuran-2-yl]methyl}pyrrolidin-3-yl)methanesulfonamide formate). Reaction SMILES: [S:1]1[C:9]2[C:4](=[N:5][CH:6]=[CH:7][CH:8]=2)[N:3]=[C:2]1[O:10][C:11]1[CH:26]=[CH:25][C:14]2[CH:15]=[C:16]([CH2:18][N:19]3[CH2:23][CH2:22][CH:21]([NH2:24])[CH2:20]3)[O:17][C:13]=2[CH:12]=1.CCN(C(C)C)C(C)C.[CH3:36][S:37](Cl)(=[O:39])=[O:38]>CN(C=O)C>[CH:13]([OH:17])=[O:38].[S:1]1[C:9]2[C:4](=[N:5][CH:6]=[CH:7][CH:8]=2)[N:3]=[C:2]1[O:10][C:11]1[CH:26]=[CH:25][C:14]2[CH:15]=[C:16]([CH2:18][N:19]3[CH2:23][CH2:22][CH:21]([NH:24][S:37]([CH3:36])(=[O:39])=[O:38])[CH2:20]3)[O:17][C:13]=2[CH:12]=1 |f:4.5|. Procedure: To a solution of 1-[6-(thiazolo[4,5-b]pyridin-2-yloxy)-benzofuran-2-ylmethyl]-pyrrolidin-3-ylamine (126 mg, 0.313 mmol) in DMF (2 mL) was added DIEA (125 μL, 0.938 mmol) followed by MsCl (72 μL, 0.938 mmol) and the resulting solution was stirred (rt, 1 h). The reaction mixture was filtered (Celite®) and concentrated in vacuo. The solvent is C(C)O (ethanol). Yields the product C(C)(=O)NC(C(=O)OCC)(C(=O)OCC)C=CCCC (diethyl 2-acetamido-2-pentenylmalonate). Procedure: Diethyl acetamidomalonate (6.0 g) was dissolved in 50 ml of dehydrated ethanol and 2.26 g of sodium ethoxide and 5.22 g of 5-bromo-1-pentene were added thereto. The mixture was refluxed under a nitrogen atmosphere overnight. The reaction mixture was neutralized and concentrated. The concentrate was purified by silica gel column chromatography using hexane-ethyl acetate (5:1→2:1) as an eluent to give 4.871 g of colorless, oily diethyl 2-acetamido-2-pentenylmalonate. Reactants: [O-]CC.[Na+] (sodium ethoxide), BrCCCC=C (5-bromo-1-pentene), C(C)(=O)NC(C(=O)OCC)C(=O)OCC (Diethyl acetamidomalonate). Reaction SMILES: [C:1]([NH:4][CH:5]([C:11]([O:13][CH2:14][CH3:15])=[O:12])[C:6]([O:8][CH2:9][CH3:10])=[O:7])(=[O:3])[CH3:2].[O-]CC.[Na+].Br[CH2:21][CH2:22][CH2:23][CH:24]=[CH2:25]>C(O)C>[C:1]([NH:4][C:5]([CH:21]=[CH:22][CH2:23][CH2:24][CH3:25])([C:11]([O:13][CH2:14][CH3:15])=[O:12])[C:6]([O:8][CH2:9][CH3:10])=[O:7])(=[O:3])[CH3:2] |f:1.2|. Reactants: COc1cc2c(cc1OC)C(Cc1ccc(Br)cc1)NCC2, O=C([O-])[O-], O=C(O)C(=O)O, Cc1ccc(B(O)O)cc1, ClCCl, Cl, [Na+], [Na+], [Na+], CC(=O)[O-], CC(=O)[O-], [OH-], O, O, O=C(O)C(=O)O, [Pd+2], c1ccc(P(c2ccccc2)c2ccccc2)cc1. Product: O=C(O)C(=O)O, COc1cc2c(cc1OC)C(Cc1ccc(-c3ccc(C)cc3)cc1)NCC2. As a reaction SMILES: [Br:2][c:3]1[cH:4][cH:5][c:6]([CH2:7][CH:8]2[NH:9][CH2:10][CH2:11][c:12]3[cH:13][c:14]([O:20][CH3:21])[c:15]([O:18][CH3:19])[cH:16][c:17]32)[cH:22][cH:23]1.[C:55](=[O:56])([O-:57])[O-:58].[C:63]([C:64](=[O:65])[OH:66])(=[O:67])[OH:68].[CH3:26][c:27]1[cH:28][cH:29][c:30]([B:33]([OH:34])[OH:35])[cH:31][cH:32]1.[Cl:84][CH2:85][Cl:86].[ClH:1].[Na+:25].[Na+:59].[Na+:60].[O-:76][C:77]([CH3:78])=[O:79].[O-:80][C:81]([CH3:82])=[O:83].[OH-:24].[OH2:61].[OH2:62].[OH:69][C:70]([C:71](=[O:72])[OH:73])=[O:74].[Pd+2:75].[c:36]1([P:37]([c:38]2[cH:39][cH:40][cH:41][cH:42][cH:43]2)[c:44]2[cH:45][cH:46][cH:47][cH:48][cH:49]2)[cH:50][cH:51][cH:52][cH:53][cH:54]1>>[C:63]([C:64](=[O:65])[OH:66])(=[O:67])[OH:68].[c:3]1(-[c:30]2[cH:29][cH:28][c:27]([CH3:26])[cH:32][cH:31]2)[cH:4][cH:5][c:6]([CH2:7][CH:8]2[NH:9][CH2:10][CH2:11][c:12]3[cH:13][c:14]([O:20][CH3:21])[c:15]([O:18][CH3:19])[cH:16][c:17]32)[cH:22][cH:23]1.